From a dataset of the Open Reaction Database (ORD), a public repository of structured organic reaction records. describe an organic reaction: reactants, conditions, products, and yield Reactants: S(=O)(Cl)Cl (thionyl chloride), C(C)OP(OCC)(=O)C(C1=CC=C(C=C1)OC)O (4-methoxy-α-hydroxy-benzyl-phosphonic acid diethyl ester), C(Cl)Cl (methylene chloride), N1=CC=CC=C1 (pyridine), ice water. Solvent: O (water). Conditions: time 12 hour. The product is C(C)OP(OCC)(=O)C(C1=CC=C(C=C1)OC)Cl (4-methoxy-α-chloro-benzyl-phosphonic acid diethyl ester). The yield is 99.0%. As a reaction SMILES: S(Cl)(Cl)=O.[CH2:5]([O:7][P:8]([CH:13](O)[C:14]1[CH:19]=[CH:18][C:17]([O:20][CH3:21])=[CH:16][CH:15]=1)(=[O:12])[O:9][CH2:10][CH3:11])[CH3:6].C(Cl)[Cl:24].N1C=CC=CC=1>O>[CH2:5]([O:7][P:8]([CH:13]([Cl:24])[C:14]1[CH:19]=[CH:18][C:17]([O:20][CH3:21])=[CH:16][CH:15]=1)(=[O:12])[O:9][CH2:10][CH3:11])[CH3:6]. Procedure details: 9.2 g (0.0768 mol) of thionyl chloride were added to a mixture of 20.2 g (0.0725 mol) of 4-methoxy-α-hydroxy-benzyl-phosphonic acid diethyl ester, 65 g of methylene chloride and 5.8 g (0.0725 mol) of pyridine at 20°-40° C. in the course of about 1 hour, while cooling slightly with water. The reaction mixture was then heated under reflux for 3 hours and subsequently stirred for 12 hours, without further action of heat. The mixture was poured into about 100 g of ice-water and the organic phase was... Starting materials: C(C1=CC=CC=C1)=O (benzaldehyde), C(C)(=O)C1C(OC(C1)CCCC)=O (3-acetyl-5-butyldihydro-2(3H)-furanone), O (water), [OH-].[Na+] (sodium hydroxide). Solvent: C1(=CC=CC=C1)C (toluene). Reaction conditions: time 10 minute. Yields the product C1(=CC=CC=C1)\C=C/1\C(OC(C1)CCCC)=O ((E)-3-(phenylmethylene)-5-butyldihydro-2 (3H)-furanone). The yield is 34.7%. Reaction SMILES: [C:1]([CH:4]1[CH2:8][CH:7]([CH2:9][CH2:10][CH2:11][CH3:12])[O:6][C:5]1=[O:13])(=O)[CH3:2].[OH-].[Na+].O.C(=O)[C:18]1[CH:23]=[CH:22]C=[CH:20][CH:19]=1>C1(C)C=CC=CC=1>[C:2]1(/[CH:1]=[C:4]2/[C:5](=[O:13])[O:6][CH:7]([CH2:9][CH2:10][CH2:11][CH3:12])[CH2:8]/2)[CH:22]=[CH:23][CH:18]=[CH:19][CH:20]=1 |f:1.2|. Reported procedure: To a mixture of 36.8 g (0.200 mole) of 3-acetyl-5-butyldihydro-2(3H)-furanone in 200 mL of toluene charged to a 500 mL flask fitted with a mechanical stirrer, Dean-Stark trap and an addition funnel was added 8.00 g (0.200 mole) of sodium hydroxide at once. The mixture was vigorously stirred for 10 mins. at room temperature and then heated under reflux for 1 hour while water was removed in the Dean-Stark trap. After the one hour period 23.9 g (0.225 mole) of benzaldehyde was added to the refluxin... The reactants are BrC1=CC=C2C(CCC(C2=C1)=O)(C)C (7-bromo-3,4-dihydro-4,4-dimethylnaphthalen-1-one), BrC1=CC=C2C(CCC(C2=C1)=O)(C)C (7-bromo-3,4-dihydro-4,4-dimethylnaphthalen-1-one), C(C)OC(=C)[Sn](CCCC)(CCCC)CCCC (1-ethoxyvinyltributyltin), C(C)OC(=C)[Sn](CCCC)(CCCC)CCCC (EVTB), bis(triphenylphosphine)palladium(I)chloride, Cl (hydrochloric acid). The reagents and catalysts are C1=CC=C(C=C1)P(C2=CC=CC=C2)C3=CC=CC=C3.C1=CC=C(C=C1)P(C2=CC=CC=C2)C3=CC=CC=C3.Cl[Pd]Cl (bis(triphenylphosphine)palladium(II)chloride). Solvent: C1CCOC1 (THF). Run at time 10 minute. Yields the product CC1(CCC(C2=CC(=CC=C12)C(C)=O)=O)C (4,4-Dimethyl-7-acetyl-3,4-dihydronaphthalen-1(2H)-one). RXN SMILES: Br[C:2]1[CH:11]=[C:10]2[C:5]([C:6]([CH3:14])([CH3:13])[CH2:7][CH2:8][C:9]2=[O:12])=[CH:4][CH:3]=1.[CH2:15]([O:17]C([Sn](CCCC)(CCCC)CCCC)=C)[CH3:16].Cl>C1COCC1.C1C=CC(P(C2C=CC=CC=2)C2C=CC=CC=2)=CC=1.C1C=CC(P(C2C=CC=CC=2)C2C=CC=CC=2)=CC=1.Cl[Pd]Cl>[CH3:13][C:6]1([CH3:14])[C:5]2[C:10](=[CH:11][C:2]([C:15](=[O:17])[CH3:16])=[CH:3][CH:4]=2)[C:9](=[O:12])[CH2:8][CH2:7]1 |f:4.5.6|. Procedure details: A solution of 4,4-dimethyl-7-bromo-3,4-dihydronaphthalen-1(2H)one (Compound G) (1.78 g, 7 mmol), 1-ethoxyvinyltributyltin (EVTB) (3.3 g, 9.12 mmol), bis(triphenylphosphine)palladium(II)chloride (260 mg, 0.23 mmol) in THF (25 mL) was refluxed for 24 h under argon atmosphere. To the reaction, additional EVTB (1.5 g, 4.1 mmol) and bis(triphenylphosphine)palladium(I)chloride (200 mg, 0.2 mmol) were added and the mixture was and refluxed for an additional 24 h. The reaction mixture was cooled to room... The reactants are [O-2].[Al+3].[O-2].[O-2].[Al+3] (aluminium oxide), CC(C=C)NC(=S)NNC(=S)NC (ALMAX), graphite. Product: [O-2].[Al+3].[O-2].[O-2].[Al+3].[O-2].[Al+3].[O-2].[O-2].[Al+3] (Aluminium oxide aluminium oxide). As a reaction SMILES: [O-2:1].[Al+3:2].[O-2].[O-2].[Al+3].CC(NC(NNC(NC)=S)=S)C=C>>[O-2:1].[Al+3:2].[O-2:1].[O-2:1].[Al+3:2].[O-2:1].[Al+3:2].[O-2:1].[O-2:1].[Al+3:2] |f:0.1.2.3.4,6.7.8.9.10.11.12.13.14.15|. Procedure: After the degassing, the slurry was transferred to a tank 2 included in the equipment for winding fiber thread. An aluminium oxide fiber--ALMAX, MITSUI--was led from the fiber spool 1, through the tank 2, where it was infiltrated with slurry before it was wound into a green body 4 on the graphite core 3. Reactants: BrC=1C(=NN(C1C1=C(C=CC(=C1)[N+](=O)[O-])OC)C)C(F)(F)F (4-bromo-5-(2-methoxy-5-nitro-phenyl)-1-methyl-3-trifluoromethyl-1H-pyrazole). The solvent is CCO (EtOH). The product is BrC1=C(N(N=C1C(F)(F)F)C)C=1C=C(C=CC1OC)N (3-(4-bromo-2-methyl-5-trifluoromethyl-2H-pyrazol-3-yl)-4-methoxy-phenylamine). Yield: 85.0%. As a reaction SMILES: [Br:1][C:2]1[C:3]([C:19]([F:22])([F:21])[F:20])=[N:4][N:5]([CH3:18])[C:6]=1[C:7]1[CH:12]=[C:11]([N+:13]([O-])=O)[CH:10]=[CH:9][C:8]=1[O:16][CH3:17]>CCO>[Br:1][C:2]1[C:3]([C:19]([F:22])([F:20])[F:21])=[N:4][N:5]([CH3:18])[C:6]=1[C:7]1[CH:12]=[C:11]([NH2:13])[CH:10]=[CH:9][C:8]=1[O:16][CH3:17]. Procedure details: To a stirred solution of 4-bromo-5-(2-methoxy-5-nitro-phenyl)-1-methyl-3-trifluoromethyl-1H-pyrazole (0.08 g, 0.20 mmol) in EtOH (0.7 mL) was added SnCl22H2O (0.18 g, 0.80 mmol, 4.0 eq.) and the mixture was stirred at reflux for 2 hours followed by the removal of EtOH under vacuum. The resulting solid was dissolved in EtOAc and 1N NaOH was added until the pH was adjusted to 6. The mixture was stirred overnight and filtered through celite. The aqueous phase was extracted with EtOAc (3×50 mL). The... The reactants are O=C1C2N(C=3C=CC(=CC3N1)C(=O)O)CCCC2 (6,6a,7,8,9,10-hexahydro-6-oxo-5H-pyrido[1,2-a]quinoxaline-3-carboxylic acid), ClC=1C=CC(=C(C1)N1CCN(CC1)CCCN)C (3-(4-(5-chloro-2-methylphenyl)piperazin-1-yl)propan-1-amine), CCN(C(C)C)C(C)C (DIPEA), C(CCl)Cl (EDC). Reagents/catalysts: CN(C)C=1C=CN=CC1 (DMAP). Run in CN(C)C=O (DMF). Run at time 8 hour. The product is ClC=1C=CC(=C(C1)N1CCN(CC1)CCCNC(=O)C1=CC=2NC(C3N(C2C=C1)CCCC3)=O)C (N-(3-(4-(5-chloro-2-methylphenyl)piperazin-1-yl)propyl)-6,6a,7,8,9,10-hexahydro-6-oxo-5H-pyrido[1,2-a]quinoxaline-3-carboxamide). Yield: 1582.5%. As a reaction SMILES: [O:1]=[C:2]1[NH:11][C:10]2[CH:9]=[C:8]([C:12]([OH:14])=O)[CH:7]=[CH:6][C:5]=2[N:4]2[CH2:15][CH2:16][CH2:17][CH2:18][CH:3]12.[Cl:19][C:20]1[CH:21]=[CH:22][C:23]([CH3:36])=[C:24]([N:26]2[CH2:31][CH2:30][N:29]([CH2:32][CH2:33][CH2:34][NH2:35])[CH2:28][CH2:27]2)[CH:25]=1.CCN(C(C)C)C(C)C.C(Cl)CCl>CN(C1C=CN=CC=1)C.CN(C=O)C>[Cl:19][C:20]1[CH:21]=[CH:22][C:23]([CH3:36])=[C:24]([N:26]2[CH2:27][CH2:28][N:29]([CH2:32][CH2:33][CH2:34][NH:35][C:12]([C:8]3[CH:7]=[CH:6][C:5]4[N:4]5[CH2:15][CH2:16][CH2:17][CH2:18][CH:3]5[C:2](=[O:1])[NH:11][C:10]=4[CH:9]=3)=[O:14])[CH2:30][CH2:31]2)[CH:25]=1. Reported procedure: To a solution of 6,6a,7,8,9,10-hexahydro-6-oxo-5H-pyrido[1,2-a]quinoxaline-3-carboxylic acid (200 mg, 0.80 mmole), 3-(4-(5-chloro-2-methylphenyl)piperazin-1-yl)propan-1-amine (1.0 mmol), DMAP (10 mg) and DIPEA (0.30 mL) in DMF (5 mL) was added EDC (0.377 g, 2.0 mmole). The reaction solution was stirred at room temperature overnight. The solvent removed and EtOAc (60 mL) was added. The organic layer was washed with saturated sodium bicarbonate (10 mL), water (10 mL) and dried over anhydrous magne...